This data is from the Open Reaction Database (ORD), a public repository of structured organic reaction records. The task is: describe an organic reaction: reactants, conditions, products, and yield The reactants are CCN=C=NCCCN(C)C, ClCCl, O=C(O)c1cc2cc(F)ccc2[nH]1, CC(C)(C)OC(=O)N1CCCNCC1. Product: CC(C)(C)OC(=O)N1CCCN(C(=O)c2cc3cc(F)ccc3[nH]2)CC1. RXN SMILES: [CH3:28][CH2:29][N:30]=[C:31]=[N:32][CH2:33][CH2:34][CH2:35][N:36]([CH3:37])[CH3:38].[Cl:39][CH2:40][Cl:41].[F:15][c:16]1[cH:17][c:18]2[cH:19][c:20]([C:25](=[O:26])[OH:27])[nH:21][c:22]2[cH:23][cH:24]1.[N:1]1([C:8](=[O:9])[O:10][C:11]([CH3:12])([CH3:13])[CH3:14])[CH2:2][CH2:3][NH:4][CH2:5][CH2:6][CH2:7]1>>[N:1]1([C:8](=[O:9])[O:10][C:11]([CH3:12])([CH3:13])[CH3:14])[CH2:2][CH2:3][N:4]([C:25]([c:20]2[cH:19][c:18]3[cH:17][c:16]([F:15])[cH:24][cH:23][c:22]3[nH:21]2)=[O:26])[CH2:5][CH2:6][CH2:7]1. The product is C(C)OC(=O)C(CC(=O)O)=C(C1=CC=C(C=C1)S(=O)(=O)C)C1=CC(=CC=C1)F (3-ethoxycarbonyl-4-(3-fluorophenyl)-4-(4-methanesulphonylphenyl)-3-butenoic acid). Reported procedure: 35.5 g (0.1275 mol) of 3-fluoro-4′-methanesulphonylbenzophenone, prepared in Example 10, are added in portions to a solution of 15.7 g (0.140 mol) of potassium t-butoxide in 100 ml of t-butanol. The mixture is stirred and 32 ml (0.191 mol) of ethyl succinate are added dropwise at a rapid rate. The mixture is subsequently refluxed for 30 minutes and cooled, water and 1 N hydrochloric acid are added to bring the pH to 1 and the mixture is then extracted with t-butyl methyl ether. The organic phase... The solvent is C(C)(C)(C)O (t-butanol), O (water). The reactants are FC=1C=C(C(=O)C2=CC=C(C=C2)S(=O)(=O)C)C=CC1 (3-fluoro-4′-methanesulphonylbenzophenone), CC(C)([O-])C.[K+] (potassium t-butoxide), Cl (hydrochloric acid), C(CCC(=O)[O-])(=O)OCC (ethyl succinate). Isolated yield 75.6%. Reaction SMILES: [F:1][C:2]1[CH:3]=[C:4]([CH:17]=[CH:18][CH:19]=1)[C:5]([C:7]1[CH:12]=[CH:11][C:10]([S:13]([CH3:16])(=[O:15])=[O:14])=[CH:9][CH:8]=1)=O.CC(C)([O-])C.[K+].[C:26]([O:33][CH2:34][CH3:35])(=[O:32])[CH2:27][CH2:28][C:29]([O-:31])=[O:30].Cl>C(O)(C)(C)C.O>[CH2:34]([O:33][C:26]([C:27](=[C:5]([C:4]1[CH:17]=[CH:18][CH:19]=[C:2]([F:1])[CH:3]=1)[C:7]1[CH:12]=[CH:11][C:10]([S:13]([CH3:16])(=[O:15])=[O:14])=[CH:9][CH:8]=1)[CH2:28][C:29]([OH:31])=[O:30])=[O:32])[CH3:35] |f:1.2|. Reactants: ClC1=C(C(=O)Cl)C(=CC=C1)F (2-chloro-6-fluorobenzoyl chloride), Cl.ClC1=C(C=CC=C1)NN (2-chlorophenylhydrazine hydrochloride). Run in N1=CC=CC=C1 (pyridine). Conditions: time 16 hour. The product is ClC1=C(C(=O)NNC2=C(C=CC=C2)Cl)C(=CC=C1)F (2-chloro-6-fluoro-N'-(o-chlorophenyl)-benzhydrazide). Reaction SMILES: [Cl:1][C:2]1[CH:10]=[CH:9][CH:8]=[C:7]([F:11])[C:3]=1[C:4](Cl)=[O:5].Cl.[Cl:13][C:14]1[CH:19]=[CH:18][CH:17]=[CH:16][C:15]=1[NH:20][NH2:21]>N1C=CC=CC=1>[Cl:1][C:2]1[CH:10]=[CH:9][CH:8]=[C:7]([F:11])[C:3]=1[C:4]([NH:21][NH:20][C:15]1[CH:16]=[CH:17][CH:18]=[CH:19][C:14]=1[Cl:13])=[O:5] |f:1.2|. Procedure details: 56.9 g (0.29 mol) of 2-chloro-6-fluorobenzoyl chloride are introduced dropwise into a solution, cooled to 0° C., of 52.8 g (0.29 mol) of 2-chlorophenylhydrazine hydrochloride in 290 ml of pyridine so that the temperature of the solution does not exceed 5° C. The solution is stirred at room temperature for 16 hours and the solvent is subsequently evaporated off azeotropically with toluene under reduced pressure. The resulting red-brown suspension is taken up in 350 ml of diethyl ether and the sol... Reactants: BrCC(=O)C=1C2=C(SC1)C=CC=C2 (3-(2-bromoacetyl)benzo[b]thiophen), N1C(NCC1)=S (2-imidazolidinethione), C(C)O (ethanol). Run in C(C)(=O)O (acetic acid). Yields the product O.O.Br.S1C2=C(C(=C1)C=1N3C(SC1)=NCC3)C=CC=C2 (3-(benzo[b]thiophen-3-yl)-5,6-dihydroimidazo[2,1 -b]thiazole monohydrobromide dihydrate). As a reaction SMILES: [Br:1][CH2:2][C:3]([C:5]1[C:6]2[CH:13]=[CH:12][CH:11]=[CH:10][C:7]=2[S:8][CH:9]=1)=[O:4].[NH:14]1[CH2:18][CH2:17][NH:16][C:15]1=[S:19].C([OH:22])C>C(O)(=O)C>[OH2:4].[OH2:22].[BrH:1].[S:8]1[CH:9]=[C:5]([C:3]2[N:16]3[CH2:17][CH2:18][N:14]=[C:15]3[S:19][CH:2]=2)[C:6]2[CH:13]=[CH:12][CH:11]=[CH:10][C:7]1=2 |f:4.5.6.7|. Procedure: A mixture of 3-(2-bromoacetyl)benzo[b]thiophen (2.39 g), 2-imidazolidinethione (0.78 g), ethanol (60 ml) and acetic acid (40 ml) was heated under reflux for 18 hours then allowed to cool to ambient temperature. The resulting solid was collected by filtration, washed with ether (2×50 ml), and dried in vacuo at ambient temperature to give 3-(benzo[b]thiophen-3-yl)-5,6-dihydroimidazo[2,1 -b]thiazole monohydrobromide dihydrate as a white solid (2.96 g), m.p. 239°-240° C.